describe an organic reaction: reactants, conditions, products, and yield From a dataset of the Open Reaction Database (ORD), a public repository of structured organic reaction records. Reactants: [Cl-].COC[P+](C1=CC=CC=C1)(C1=CC=CC=C1)C1=CC=CC=C1 (methoxymethyl triphenylphosphonium chloride), [H-].[Na+] (NaH), CC=1C(=NC=CC1Cl)C(=O)C1CC1 ((3-methyl-4-chloro-pyridin-2-yl)-cyclopropyl-methanone). Run in C1CCOC1 (THF), C1CCOC1 (THF). Conditions: temperature 40 celsius. Product: C1(CC1)C(=COC)C1=NC=CC(=C1C)Cl (2-(1-cyclopropyl-2-methoxy-vinyl)-3-methyl-4-chloro-pyridine). The yield is 82.1%. Reaction SMILES: [Cl-].[CH3:2][O:3][CH2:4][P+](C1C=CC=CC=1)(C1C=CC=CC=1)C1C=CC=CC=1.[H-].[Na+].[CH3:26][C:27]1[C:28]([C:34]([CH:36]2[CH2:38][CH2:37]2)=O)=[N:29][CH:30]=[CH:31][C:32]=1[Cl:33]>C1COCC1>[CH:36]1([C:34]([C:28]2[C:27]([CH3:26])=[C:32]([Cl:33])[CH:31]=[CH:30][N:29]=2)=[CH:2][O:3][CH3:4])[CH2:38][CH2:37]1 |f:0.1,2.3|. Procedure details: A solution of methoxymethyl triphenylphosphonium chloride (17.9 g, 52.3 mmol) in dry THF (80 mL) was treated with NaH (2.79 g, 69.8 mmol) at 0° C. for 3 h. To this mixture was added a solution of (3-methyl-4-chloro-pyridin-2-yl)-cyclopropyl-methanone (6.82 g, 34.9 mmol) in dry THF (20 mL). The reaction mixture was heated at 40° C. overnight. The reaction mixture was cooled down to room temperature and filtered. The filtrate was concentrated to dryness. The residue was purified by flash silica co... Starting materials: OC=1C=CC2=C(C=C(CO2)C=O)C1 (6-hydroxy-2H-1-benzopyran-3-carboxaldehyde), C([O-])([O-])=O.[K+].[K+] (potassium carbonate), BrCCCC1=CC=CC=C1 (1-bromo-3-phenylpropane). Solvent: CN(C)C=O (DMF). Run at time 2 day. The product is C1(=CC=CC=C1)CCCOC=1C=CC2=C(C=C(CO2)C=O)C1 (6-(3-phenylpropyloxy)-2H-1-benzopyran-3-carboxaldehyde). RXN SMILES: [OH:1][C:2]1[CH:3]=[CH:4][C:5]2[O:10][CH2:9][C:8]([CH:11]=[O:12])=[CH:7][C:6]=2[CH:13]=1.C(=O)([O-])[O-].[K+].[K+].Br[CH2:21][CH2:22][CH2:23][C:24]1[CH:29]=[CH:28][CH:27]=[CH:26][CH:25]=1>CN(C=O)C>[C:24]1([CH2:23][CH2:22][CH2:21][O:1][C:2]2[CH:3]=[CH:4][C:5]3[O:10][CH2:9][C:8]([CH:11]=[O:12])=[CH:7][C:6]=3[CH:13]=2)[CH:29]=[CH:28][CH:27]=[CH:26][CH:25]=1 |f:1.2.3|. Reported procedure: The starting material is prepared as follows: A solution of 6-hydroxy-2H-1-benzopyran-3-carboxaldehyde (5.0 g, 28.4 mmol) in 100 ml of DMF is treated with potassium carbonate (7.85 g, 56.8 mmol) and 1-bromo-3-phenylpropane (6.22 g, 31.2 mmol). The reaction mixture is stirred for 2 days at room temperature. This is partitioned between water and dichloromethane and the aqueous layer is extracted twice with dichloromethane. The combined organic layer is dried (MgSO4), and evaporated. The residue is... Starting materials: C(C(=O)Cl)(=O)Cl (Oxalyl chloride), ClC(CO)=C (2-chloroallyl alcohol), Cl (HCl). Run at temperature 0 celsius, time 16 hour. Yields the product ClC(COC(C(=O)Cl)=O)=C (2-Chloroallyl Oxalochloride). RXN SMILES: [C:1](Cl)(=[O:5])[C:2]([Cl:4])=[O:3].[Cl:7][C:8](=[CH2:11])[CH2:9][OH:10].Cl>>[Cl:7][C:8](=[CH2:11])[CH2:9][O:10][C:1](=[O:5])[C:2]([Cl:4])=[O:3]. Reported procedure: Oxalyl chloride (130 ml, 1.49 mol) was placed in a dry 3-neck flask under N2 and cooled to 0° C. With stirring, 2-chloroallyl alcohol (138 g, 1.49 mol) was added dropwise in a manner which maintained the temperature at 0°-2° C. and controlled the vigorous evolution of HCl, then allowed to warm to room temperature and held 16 hours and distilled to yield title product, 214 g, b.p. 82°-84° C./23 mm. Reactants: CCO, CC1(C)CCCC(=O)C1, Cl, NO, [Na+], [Na+], O=C([O-])[O-], O. The product is CC1(C)CCCC(=NO)C1. RXN SMILES: [CH3:19][CH2:20][OH:21].[CH3:1][C:2]1([CH3:9])[CH2:3][C:4](=[O:8])[CH2:5][CH2:6][CH2:7]1.[ClH:10].[NH2:11][OH:12].[Na+:13].[Na+:14].[O-:15][C:16](=[O:17])[O-:18].[OH2:22]>>[CH3:1][C:2]1([CH3:9])[CH2:3][C:4](=[N:11][OH:12])[CH2:5][CH2:6][CH2:7]1. The reactants are [H-].[Na+] (sodium hydride), BrCCCC (1-bromobutane), [Cl-].[NH4+] (ammonium chloride), [N+](=O)([O-])C1=CC=C(C=C1)CC(=O)OCC (ethyl 4-nitrophenylacetate). Solvent: CN(C)C=O (DMF), CN(C)C=O (DMF), CN(C)C=O (DMF). Conditions: time 30 minute. The product is [N+](=O)([O-])C1=CC=C(C=C1)C(C(=O)OCC)CCCC (Ethyl 2-(4-nitrophenyl)hexanoate). RXN SMILES: [N+:1]([C:4]1[CH:9]=[CH:8][C:7]([CH2:10][C:11]([O:13][CH2:14][CH3:15])=[O:12])=[CH:6][CH:5]=1)([O-:3])=[O:2].[H-].[Na+].Br[CH2:19][CH2:20][CH2:21][CH3:22].[Cl-].[NH4+]>CN(C=O)C>[N+:1]([C:4]1[CH:5]=[CH:6][C:7]([CH:10]([CH2:19][CH2:20][CH2:21][CH3:22])[C:11]([O:13][CH2:14][CH3:15])=[O:12])=[CH:8][CH:9]=1)([O-:3])=[O:2] |f:1.2,4.5|. Procedure details: 10.46 g of ethyl 4-nitrophenylacetate are dissolved in 30 ml of DMF, added dropwise to a suspension of 2.0 g of sodium hydride in 20 ml of DMF with ice-cooling and stirred for 30 min. 5.394 ml of 1-bromobutane in 20 ml of DMF are subsequently added, and the mixture is stirred at 23° C. for 12 h. The reaction mixture is subsequently stirred into 100 ml of saturated ammonium chloride solution. The mixture is washed 4 times with 100 ml of ethyl acetate each time, the combined organic phases with 10... Yields the product O=C(O)c1onc(-c2ccccc2)c1C(F)(F)F. RXN SMILES: [CH3:22][C:23](=[O:24])[CH3:25].[CH:18]([CH3:19])([CH3:20])[OH:21].[c:1]1(-[c:7]2[n:8][o:9][c:10]([CH2:16][OH:17])[c:11]2[C:12]([F:13])([F:14])[F:15])[cH:2][cH:3][cH:4][cH:5][cH:6]1>>[c:1]1(-[c:7]2[n:8][o:9][c:10]([C:16](=[O:17])[OH:21])[c:11]2[C:12]([F:13])([F:14])[F:15])[cH:2][cH:3][cH:4][cH:5][cH:6]1. The reactants are CC(C)=O, CC(C)O, OCc1onc(-c2ccccc2)c1C(F)(F)F. Reactants: NC1=NC(=C2N=CN(C2=N1)[C@H]1[C@H](O)[C@H](O)[C@H](O1)CO)N (2,6-Diamino-(9-β-D-ribofuranosyl)purine), [H-].[Na+] (sodium hydride), BrCCCCC=1NC=CN1 (bromobutylimidazole), [H-].[Na+] (sodium hydride). The solvent is CN(C)C=O (DMF), CN(C)C=O (DMF). Conditions: time 8 hour. The product is NC1=NC(=C2N=CN(C2=N1)[C@H]1[C@H](OCCCCN2C=NC=C2)[C@H](O)[C@H](O1)CO)N (2,6-Diamino-9-[2'-O-(imidazol-1-yl)butyl-β-D-ribofuranosyl]purine). As a reaction SMILES: [NH2:1][C:2]1[N:10]=[C:9]2[C:5]([N:6]=[CH:7][N:8]2[C@@H:11]2[O:17][C@H:16]([CH2:18][OH:19])[C@@H:14]([OH:15])[C@H:12]2[OH:13])=[C:4]([NH2:20])[N:3]=1.[H-].[Na+].BrCCCC[C:28]1[NH:29][CH:30]=[CH:31][N:32]=1>CN(C=O)C>[NH2:1][C:2]1[N:10]=[C:9]2[C:5]([N:6]=[CH:7][N:8]2[C@@H:11]2[O:17][C@H:16]([CH2:18][OH:19])[C@@H:14]([OH:15])[C@H:12]2[O:13][CH2:11][CH2:12][CH2:14][CH2:16][N:29]2[CH:30]=[CH:31][N:32]=[CH:28]2)=[C:4]([NH2:20])[N:3]=1 |f:1.2|. Procedure: 2,6-Diamino-(9-β-D-ribofuranosyl)purine (5.0 g) in DMF (400 ml) was treated with sodium hydride (0.78 g). After stirring an additional 30 min a further portion of sodium hydride (2.6 g) was added immediately followed by bromobutylimidazole (9.9 g) in DMF (25 ml). The reaction mixture was stirred overnight and quenched with H2O. The reaction mixture was filtered through celite and evaporated to yield an oily product. TLC showed a mixture of isomers. Starting materials: CCn1nc(-c2ccccc2)c(C(C)=O)c([N+](=O)[O-])c1=O, CCO, Nc1cccc2ncccc12. Product: CCn1nc(-c2ccccc2)c(C(C)=O)c(Nc2cccc3ncccc23)c1=O. RXN SMILES: [C:1]([CH3:2])(=[O:3])[c:4]1[c:5]([N+:19]([O-:20])=[O:21])[c:6](=[O:18])[n:7]([CH2:16][CH3:17])[n:8][c:9]1-[c:10]1[cH:11][cH:12][cH:13][cH:14][cH:15]1.[CH3:33][CH2:34][OH:35].[NH2:22][c:23]1[c:24]2[cH:25][cH:26][cH:27][n:28][c:29]2[cH:30][cH:31][cH:32]1>>[C:1]([CH3:2])(=[O:3])[c:4]1[c:5]([NH:19][c:23]2[c:24]3[cH:25][cH:26][cH:27][n:28][c:29]3[cH:30][cH:31][cH:32]2)[c:6](=[O:18])[n:7]([CH2:16][CH3:17])[n:8][c:9]1-[c:10]1[cH:11][cH:12][cH:13][cH:14][cH:15]1. The reactants are O=c1c2ccc(Br)cc2cnn1CCCN1CCCCC1, CC(=O)[O-], CC(=O)[O-], C=Cc1ccc(OC)cc1, CC#N, CS(C)=O, CC(C)N(CCCl)C(C)C, CC(C)O, ClCCCN1CCCCC1, Cl, Cl, [Pd+2], Cc1ccccc1P(c1ccccc1C)c1ccccc1C. Product: Br, COc1ccc(C=Cc2ccc3c(=O)n(CCCN4CCCCC4)ncc3c2)cc1. Reaction SMILES: [Br:1][c:2]1[cH:3][c:4]2[cH:5][n:6][n:7]([CH2:13][CH2:14][CH2:15][N:16]3[CH2:17][CH2:18][CH2:19][CH2:20][CH2:21]3)[c:8](=[O:12])[c:9]2[cH:10][cH:11]1.[C:80]([O-:81])(=[O:82])[CH3:83].[C:85]([O-:86])(=[O:87])[CH3:88].[CH3:44][O:45][c:46]1[cH:47][cH:48][c:49]([CH:50]=[CH2:51])[cH:52][cH:53]1.[CH3:89][C:90]#[N:91].[CH3:92][S:93]([CH3:94])=[O:95].[CH:34]([N:35]([CH:36]([CH3:37])[CH3:38])[CH2:39][CH2:40][Cl:41])([CH3:42])[CH3:43].[CH:76]([OH:77])([CH3:78])[CH3:79].[Cl:23][CH2:24][CH2:25][CH2:26][N:27]1[CH2:28][CH2:29][CH2:30][CH2:31][CH2:32]1.[ClH:22].[ClH:33].[Pd+2:84].[c:54]1([CH3:55])[cH:56][cH:57][cH:58][cH:59][c:60]1[P:61]([c:62]1[cH:63][cH:64][cH:65][cH:66][c:67]1[CH3:68])[c:69]1[cH:70][cH:71][cH:72][cH:73][c:74]1[CH3:75]>>[BrH:1].[c:2]1([CH:51]=[CH:50][c:49]2[cH:48][cH:47][c:46]([O:45][CH3:44])[cH:53][cH:52]2)[cH:3][c:4]2[cH:5][n:6][n:7]([CH2:13][CH2:14][CH2:15][N:16]3[CH2:17][CH2:18][CH2:19][CH2:20][CH2:21]3)[c:8](=[O:12])[c:9]2[cH:10][cH:11]1.